The task is: describe an organic reaction: reactants, conditions, products, and yield. This data is from the Open Reaction Database (ORD), a public repository of structured organic reaction records. Reactants: CI (methyl iodide), [H-].[Na+] (Sodium hydride), O=C1N(C(C2=CC=CC=C12)=O)CCC1=CNC2=CC=C(C=C12)CNC=O (N-[[3-[2-(1,3-dihydro-1,3-dioxo-2H-isoindol-2-yl)ethyl]-1H-indol-5-yl]methyl]formamide). The solvent is C(C)(=O)OCC (ethyl acetate), oil, CN(C=O)C (dimethylformamide). Reaction conditions: time 30 minute. Yields the product O.O=C1N(C(C2=CC=CC=C12)=O)CCC1=CN(C2=CC=C(C=C12)CNC=O)C.O=C1N(C(C2=CC=CC=C12)=O)CCC1=CN(C2=CC=C(C=C12)CNC=O)C (N-[[3-[2-(1,3-Dihydro-1,3-dioxo-2H-isoindol-2-yl) ethyl]-1-methyl-1H-indol-5-yl]methyl]formamide, hemihydrate). RXN SMILES: [H-].[Na+].[O:3]=[C:4]1[C:12]2[C:7](=[CH:8][CH:9]=[CH:10][CH:11]=2)[C:6](=[O:13])[N:5]1[CH2:14][CH2:15][C:16]1[C:24]2[C:19](=[CH:20][CH:21]=[C:22]([CH2:25][NH:26][CH:27]=[O:28])[CH:23]=2)[NH:18][CH:17]=1.[CH3:29]I>CN(C)C=O.C(OCC)(=O)C>[OH2:3].[O:13]=[C:6]1[C:7]2[C:12](=[CH:11][CH:10]=[CH:9][CH:8]=2)[C:4](=[O:3])[N:5]1[CH2:14][CH2:15][C:16]1[C:24]2[C:19](=[CH:20][CH:21]=[C:22]([CH2:25][NH:26][CH:27]=[O:28])[CH:23]=2)[N:18]([CH3:29])[CH:17]=1.[O:13]=[C:6]1[C:7]2[C:12](=[CH:11][CH:10]=[CH:9][CH:8]=2)[C:4](=[O:3])[N:5]1[CH2:14][CH2:15][C:16]1[C:24]2[C:19](=[CH:20][CH:21]=[C:22]([CH2:25][NH:26][CH:27]=[O:28])[CH:23]=2)[N:18]([CH3:29])[CH:17]=1 |f:0.1,6.7.8|. Reported procedure: Sodium hydride in oil (80%, 0.045 g) was added under nitrogen to a stirred solution of N-[[3-[2-(1,3-dihydro-1,3-dioxo-2H-isoindol-2-yl)ethyl]-1H-indol-5-yl]methyl]formamide (0.5 g) in dimethylformamide (20 ml) and stirring continued for 30 min. The solution was then treated with methyl iodide (0.2 ml). After 3 h, the solution was diluted with ethyl acetate (150 ml) washed with brine (10%, 3×50 ml), dried (sodium sulphate), filtered and evaporated to dryness giving a yellow solid which was cryst... The reactants are C=1C=CC2=C(C1)N=NN2O (HOBt), CCN=C=NCCCN(C)C.Cl (EDC hydrochloride), C(O)CN (ethanolamine), CC=1C(N(C2=CC(=CC=C2N1)NCC1=CC(=CC=C1)C(F)(F)F)CCC(=O)O)=O (3-(3-methyl-2-oxo-7-(3-(trifluoromethyl)benzylamino)-quinoxalin-I (2H)-yl)propanoic acid). Run in C(C)N(CC)CC (triethylamine), C(Cl)(Cl)Cl (chloroform). Conditions: time 8 hour. The product is OCCNC(CCN1C(C(=NC2=CC=C(C=C12)NCC1=CC(=CC=C1)C(F)(F)F)C)=O)=O (N-(2-hydroxyethyl)-3-(3-methyl-2-oxo-7-(3-(trifluoromethyl)benzylamino)-quinoxalin-1(2H)-yl)propanamide). RXN SMILES: [CH3:1][C:2]1[C:3](=[O:29])[N:4]([CH2:24][CH2:25][C:26]([OH:28])=O)[C:5]2[C:10]([N:11]=1)=[CH:9][CH:8]=[C:7]([NH:12][CH2:13][C:14]1[CH:19]=[CH:18][CH:17]=[C:16]([C:20]([F:23])([F:22])[F:21])[CH:15]=1)[CH:6]=2.C1C=CC2N(O)N=NC=2C=1.CCN=C=NCCCN(C)C.Cl.[CH2:52]([CH2:54][NH2:55])[OH:53]>C(Cl)(Cl)Cl.C(N(CC)CC)C>[OH:53][CH2:52][CH2:54][NH:55][C:26](=[O:28])[CH2:25][CH2:24][N:4]1[C:5]2[C:10](=[CH:9][CH:8]=[C:7]([NH:12][CH2:13][C:14]3[CH:19]=[CH:18][CH:17]=[C:16]([C:20]([F:23])([F:22])[F:21])[CH:15]=3)[CH:6]=2)[N:11]=[C:2]([CH3:1])[C:3]1=[O:29] |f:2.3|. Reported procedure: In this example 3-(3-methyl-2-oxo-7-(3-(trifluoromethyl)benzylamino)-quinoxalin-I (2H)-yl)propanoic acid (50 mg) was dissolved in chloroform (1 mL). HOBt (20 mg), EDC hydrochloride (29 mg), triethylamine (75 μL), and ethanolamine (9 μL) were added sequentially to the reaction flask and stirred overnight. Concentrated and residue chromatographed on silica gel using 5% MeOH in dichloromethane as eluent. Product N-(2-hydroxyethyl)-3-(3-methyl-2-oxo-7-(3-(trifluoromethyl)benzylamino)-quinoxalin-1(2H...